From a dataset of the Open Reaction Database (ORD), a public repository of structured organic reaction records. describe an organic reaction: reactants, conditions, products, and yield Reactants: O=C(O)C(Oc1ccc(Cl)cc1)(C(F)(F)F)C(F)(F)F, C=[N+]=[N-]. The product is COC(=O)C(Oc1ccc(Cl)cc1)(C(F)(F)F)C(F)(F)F. As a reaction SMILES: [Cl:4][c:5]1[cH:6][cH:7][c:8]([O:9][C:10]([C:11](=[O:12])[OH:13])([C:14]([F:15])([F:16])[F:17])[C:18]([F:19])([F:20])[F:21])[cH:22][cH:23]1.[N+:1](=[N-:2])=[CH2:3]>>[CH3:3][O:13][C:11]([C:10]([O:9][c:8]1[cH:7][cH:6][c:5]([Cl:4])[cH:23][cH:22]1)([C:14]([F:15])([F:16])[F:17])[C:18]([F:19])([F:20])[F:21])=[O:12]. Reactants: ClC(Cl)Cl, O=C(OO)c1cccc(Cl)c1, c1ccc(CCN2Sc3ccccc3S2)cc1. Product: O=S1c2ccccc2SN1CCc1ccccc1. Reaction SMILES: [CH:29]([Cl:30])([Cl:31])[Cl:32].[OH:18][O:19][C:20]([c:21]1[cH:22][c:23]([Cl:24])[cH:25][cH:26][cH:27]1)=[O:28].[c:1]1([CH2:7][CH2:8][N:9]2[S:10][c:11]3[c:12]([cH:14][cH:15][cH:16][cH:17]3)[S:13]2)[cH:2][cH:3][cH:4][cH:5][cH:6]1>>[c:1]1([CH2:7][CH2:8][N:9]2[S:10](=[O:18])[c:11]3[c:12]([cH:14][cH:15][cH:16][cH:17]3)[S:13]2)[cH:2][cH:3][cH:4][cH:5][cH:6]1. Reactants: FC=1C=CC(=C(C1)N)OC1=CC=CC=C1 (5-fluoro-2-phenoxy-phenylamine), COC=1C=CC(=C(C=O)C1)OCCOS(=O)(=O)C (5-methoxy-2-(2-mesyloxyethoxy)-benzaldehyd), [Na] (sodium), sodium tris-acetoxy. Reagents/catalysts: glacial acid. The solvent is ClC(C)Cl (dichloroethane), O (water). Yields the product FC=1C=CC(=C(C1)NCC1=C(C=CC(=C1)OC)OCCOS(=O)(=O)C)OC1=CC=CC=C1 ((5-Fluoro-2-phenoxy-phenyl)-{5-methoxy-2-[2-(mesyloxy-)-ethoxy]-benzyl}-amine). Isolated yield 62.0%. Reaction SMILES: [F:1][C:2]1[CH:3]=[CH:4][C:5]([O:9][C:10]2[CH:15]=[CH:14][CH:13]=[CH:12][CH:11]=2)=[C:6]([NH2:8])[CH:7]=1.[CH3:16][O:17][C:18]1[CH:19]=[CH:20][C:21]([O:26][CH2:27][CH2:28][O:29][S:30]([CH3:33])(=[O:32])=[O:31])=[C:22]([CH:25]=1)[CH:23]=O.[Na]>ClC(Cl)C.O>[F:1][C:2]1[CH:3]=[CH:4][C:5]([O:9][C:10]2[CH:15]=[CH:14][CH:13]=[CH:12][CH:11]=2)=[C:6]([NH:8][CH2:23][C:22]2[CH:25]=[C:18]([O:17][CH3:16])[CH:19]=[CH:20][C:21]=2[O:26][CH2:27][CH2:28][O:29][S:30]([CH3:33])(=[O:31])=[O:32])[CH:7]=1 |^1:33|. Procedure details: To stirred solution of 9.1 g (45 mmol) 1b, 12.3 g (45 mmol) 4a and one drop of glacial acid in 60 ml dichloroethane (pH=5) were added 14.8 g (70 mmol) sodium tris-acetoxy hydro borane. The reaction mixture was stirred over night and diluted with 5 ml water. The pH value was adjusted with aqueous sodium hydroxyd solution to pH=8-9. The mixture was extracted three times with dichloromethane. The combined organic phases were washed with water and brine and were dried with magnesium sulfate. The des...